Dataset: the Open Reaction Database (ORD), a public repository of structured organic reaction records. Task: describe an organic reaction: reactants, conditions, products, and yield The reactants are ClC1=C(C=CC(=C1)Cl)C1=NC(=NC=C1N1C=NC=C1)CCN (4-(2,4-dichlorophenyl)-5-imidazol-1-ylpyrimidin-2-ylethylamine), ClC1=CC=C(C(=N1)NC)[N+](=O)[O-] (6-chloro-2-methylamino-3-nitro-pyridine), ClC1=C(C=CC(=C1)Cl)C1=NC(=NC=C1C=1NC=CN1)NCCNC1=NC(=C(C=C1)[N+](=O)[O-])OC ([4-(2,4-dichlorophenyl)-5-imidazol-2-ylpyrimidin-2-yl]{2-[(6-methoxy-5-nitro(2-pyridyl))-amino]ethyl}amine). Product: ClC1=C(C=CC(=C1)Cl)C1=NC(=NC=C1C=1NC=CN1)NCCNC1=NC(=C(C=C1)[N+](=O)[O-])NC ([4-(2,4-dichlorophenyl)-5-imidazolylpyrimidin-2-yl](2-{[6-(methylamino)-5-nitro(2-pyridyl)]amino}ethyl)amine). As a reaction SMILES: ClC1C=C(Cl)C=CC=1C1C(N2C=CN=C2)=CN=C(CCN)N=1.Cl[C:24]1[N:29]=[C:28]([NH:30][CH3:31])[C:27]([N+:32]([O-:34])=[O:33])=[CH:26][CH:25]=1.[Cl:35][C:36]1[CH:41]=[C:40]([Cl:42])[CH:39]=[CH:38][C:37]=1[C:43]1[C:48]([C:49]2[NH:50][CH:51]=[CH:52][N:53]=2)=[CH:47][N:46]=[C:45]([NH:54][CH2:55][CH2:56][NH:57]C2C=CC([N+]([O-])=O)=C(OC)N=2)[N:44]=1>>[Cl:35][C:36]1[CH:41]=[C:40]([Cl:42])[CH:39]=[CH:38][C:37]=1[C:43]1[C:48]([C:49]2[NH:53][CH:52]=[CH:51][N:50]=2)=[CH:47][N:46]=[C:45]([NH:54][CH2:55][CH2:56][NH:57][C:24]2[CH:25]=[CH:26][C:27]([N+:32]([O-:34])=[O:33])=[C:28]([NH:30][CH3:31])[N:29]=2)[N:44]=1. Procedure details: [4-(2,4-dichlorophenyl)-5-imidazolylpyrimidin-2-yl](2-{[6-(methylamino)-5-nitro(2-pyridyl)]amino}ethyl)amine was prepared from [4-(2,4-dichlorophenyl)-5-imidazol-1-ylpyrimidin-2-ylethylamine and 6-chloro-2-methylamino-3-nitro-pyridine in accordance with the procedure described above for the preparation of [4-(2,4-dichlorophenyl)-5-imidazol-2-ylpyrimidin-2-yl]{2-[(6-methoxy-5-nitro(2-pyridyl))-amino]ethyl}amine. Reactants: NC1=CC(=C(C=C1)CN1OCC(C1=O)(C)C)Cl (2-[(4-amino-2-chlorophenyl)methyl]-4,4-dimethyl-3-isoxazolidinone), C1(C=2C(C(=O)O1)=CC=CC2)=O (phthalic anhydride). Solvent: C(Cl)Cl (methylene chloride), O1CCCC1 (tetrahydrofuran). The product is ClC1=C(C=CC(=C1)NC(=O)C1=C(C=CC=C1)C(=O)O)CN1OCC(C1=O)(C)C (2-[[2-chloro-4-[(2-carboxyphenyl)carbonylamino]phenyl]methyl]-4,4-dimethyl-3-isoxazolidinone). Isolated yield 10.3%. RXN SMILES: [NH2:1][C:2]1[CH:7]=[CH:6][C:5]([CH2:8][N:9]2[C:13](=[O:14])[C:12]([CH3:16])([CH3:15])[CH2:11][O:10]2)=[C:4]([Cl:17])[CH:3]=1.[C:18]1(=[O:28])[O:23][C:21](=[O:22])[C:20]2=[CH:24][CH:25]=[CH:26][CH:27]=[C:19]12>O1CCCC1.C(Cl)Cl>[Cl:17][C:4]1[CH:3]=[C:2]([NH:1][C:18]([C:19]2[CH:27]=[CH:26][CH:25]=[CH:24][C:20]=2[C:21]([OH:23])=[O:22])=[O:28])[CH:7]=[CH:6][C:5]=1[CH2:8][N:9]1[C:13](=[O:14])[C:12]([CH3:15])([CH3:16])[CH2:11][O:10]1. Procedure details: This compound was prepared in a manner analogous to that of Example 1, Step C, using 3.0 grams (0.012 mole) of 2-[(4-amino-2-chlorophenyl)methyl]-4,4-dimethyl-3-isoxazolidinone and 1.8 grams (0.012 mole) of phthalic anhydride in 125 mL of tetrahydrofuran. The reaction mixture was dissolved in 200 mL of methylene chloride and washed with four 50 mL portions of an aqueous 10% hydrochloric acid solution. The organic layer was dried with magnesium sulfate and filtered. The filtrate was concentrated ... RXN SMILES: [Br:1][c:2]1[cH:3][c:4]2[c:5]([n:6][cH:7]1)[n:8](-[c:11]1[cH:12][c:13](-[c:17]3[cH:18][n:19][cH:20][cH:21][cH:22]3)[cH:14][cH:15][cH:16]1)[cH:9][n:10]2.[CH2:31]([OH:32])[CH2:33][CH2:34][OH:35].[CH3:36][O:37][CH2:38][CH2:39][O:40][CH3:41].[Na+:42].[Na+:43].[O-:44][C:45](=[O:46])[O-:47].[cH:48]1[cH:49][cH:50][c:51]([P:52]([Pd:53]([P:54]([c:55]2[cH:56][cH:57][cH:58][cH:59][cH:60]2)([c:61]2[cH:62][cH:63][cH:64][cH:65][cH:66]2)[c:67]2[cH:68][cH:69][cH:70][cH:71][cH:72]2)([P:73]([c:74]2[cH:75][cH:76][cH:77][cH:78][cH:79]2)([c:80]2[cH:81][cH:82][cH:83][cH:84][cH:85]2)[c:86]2[cH:87][cH:88][cH:89][cH:90][cH:91]2)[P:92]([c:93]2[cH:94][cH:95][cH:96][cH:97][cH:98]2)([c:99]2[cH:100][cH:101][cH:102][cH:103][cH:104]2)[c:105]2[cH:106][cH:107][cH:108][cH:109][cH:110]2)([c:111]2[cH:112][cH:113][cH:114][cH:115][cH:116]2)[c:117]2[cH:118][cH:119][cH:120][cH:121][cH:122]2)[cH:123][cH:124]1.[o:23]1[cH:24][c:25]([B:28]([OH:29])[OH:30])[cH:26][cH:27]1>>[c:2]1(-[c:25]2[cH:24][o:23][cH:27][cH:26]2)[cH:3][c:4]2[c:5]([n:6][cH:7]1)[n:8](-[c:11]1[cH:12][c:13](-[c:17]3[cH:18][n:19][cH:20][cH:21][cH:22]3)[cH:14][cH:15][cH:16]1)[cH:9][n:10]2. Starting materials: Brc1cnc2c(c1)ncn2-c1cccc(-c2cccnc2)c1, OCCCO, COCCOC, [Na+], [Na+], O=C([O-])[O-], c1ccc(P(c2ccccc2)(c2ccccc2)[Pd](P(c2ccccc2)(c2ccccc2)c2ccccc2)(P(c2ccccc2)(c2ccccc2)c2ccccc2)P(c2ccccc2)(c2ccccc2)c2ccccc2)cc1, OB(O)c1ccoc1. The product is c1cncc(-c2cccc(-n3cnc4cc(-c5ccoc5)cnc43)c2)c1. Reported procedure: The epoxy alcohol (2R,3R) 3-(2,2-dimethoxyethyl)oxiranemethanol is reacted with thiophenol in the presence of a metal catalyst to obtain 3-thiophenoxy-5,5-dimethoxy pentane-1,2-diol: ##STR15## The product is S(C1=CC=CC=C1)C(C(CO)O)CC(OC)OC (3-thiophenoxy-5,5-dimethoxy pentane-1,2-diol). Reaction SMILES: [CH3:1][O:2][CH:3]([O:10][CH3:11])[CH2:4][C@H:5]1[O:7][C@@H:6]1[CH2:8][OH:9].O(O)O.[C:15]1([SH:21])[CH:20]=[CH:19][CH:18]=[CH:17][CH:16]=1>>[S:21]([CH:5]([CH2:4][CH:3]([O:10][CH3:11])[O:2][CH3:1])[CH:6]([OH:7])[CH2:8][OH:9])[C:15]1[CH:20]=[CH:19][CH:18]=[CH:17][CH:16]=1 |f:0.1|. The reactants are COC(C[C@@H]1[C@H](O1)CO)OC.O(O)O (epoxy alcohol (2R,3R) 3-(2,2-dimethoxyethyl)oxiranemethanol), C1(=CC=CC=C1)S (thiophenol).